This data is from the Open Reaction Database (ORD), a public repository of structured organic reaction records. The task is: describe an organic reaction: reactants, conditions, products, and yield The reactants are Nc1cc2cc(Br)ccc2cn1, C[O-], CS(C)=O, [Na+]. Product: COc1ccc2cnc(N)cc2c1. As a reaction SMILES: [Br:1][c:2]1[cH:3][c:4]2[cH:5][c:6]([NH2:12])[n:7][cH:8][c:9]2[cH:10][cH:11]1.[CH3:13][O-:14].[CH3:16][S:17]([CH3:18])=[O:19].[Na+:15]>>[c:2]1([O:14][CH3:13])[cH:3][c:4]2[cH:5][c:6]([NH2:12])[n:7][cH:8][c:9]2[cH:10][cH:11]1. Starting materials: ClC1=NC(=C(C(=C1[N+](=O)[O-])NCCOC1=CC=CC=C1)C)C (2-chloro-5,6-dimethyl-3-nitro-N-(2-phenoxyethyl)pyridin-4-amine), [H-].[Na+] (sodium hydride), C1(=CC=CC=C1)O (Phenol), [H][H] (hydrogen). Run in COCCOCCOC (diglyme), COCCOCCOC (2-Methoxyethyl ether). Run at temperature 0 celsius. Product: CC1=NC(=C(C(=C1C)NCCOC1=CC=CC=C1)[N+](=O)[O-])OC1=CC=CC=C1 (2,3-dimethyl-5-nitro-6-phenoxy-N-(2-phenoxyethyl)pyridin-4-amine). RXN SMILES: [H-].[Na+].[C:3]1([OH:9])[CH:8]=[CH:7][CH:6]=[CH:5][CH:4]=1.[H][H].Cl[C:13]1[C:18]([N+:19]([O-:21])=[O:20])=[C:17]([NH:22][CH2:23][CH2:24][O:25][C:26]2[CH:31]=[CH:30][CH:29]=[CH:28][CH:27]=2)[C:16]([CH3:32])=[C:15]([CH3:33])[N:14]=1>COCCOCCOC>[CH3:33][C:15]1[C:16]([CH3:32])=[C:17]([NH:22][CH2:23][CH2:24][O:25][C:26]2[CH:31]=[CH:30][CH:29]=[CH:28][CH:27]=2)[C:18]([N+:19]([O-:21])=[O:20])=[C:13]([O:9][C:3]2[CH:8]=[CH:7][CH:6]=[CH:5][CH:4]=2)[N:14]=1 |f:0.1|. Reported procedure: 2-Methoxyethyl ether (diglyme) (3 ml) and sodium hydride (60% in oil) (0.56 g) were combined and cooled to 0° C. Phenol (1.24 g) was added slowly in portions to allow for controlled release of hydrogen gas. A solution of 2-chloro-5,6-dimethyl-3-nitro-N-(2-phenoxyethyl)pyridin-4-amine (4.00 g) and diglyme (37 ml) was then added and the reaction mixture was heated to 150° C. for 16 hours. At this time, the reaction stalled at 85% completion. The reaction mixture was allowed to cool and the solvent... Reactants: CC=1C(=NC=C(C1)C)CNCCC=1N=CN(C1)S(=O)(=O)C1=CC=C(C=C1)C ((3,5-dimethyl-pyridin-2-ylmethyl)-{2-[1-(toluene-4-sulfonyl)-1H-imidazol-4-yl]-ethyl}-amine), FC1=CC=C(C=C1)C(C)(C)C=1C(=NC=CC1)C=O (3-[1-(4-fluoro-phenyl)-1-methyl-ethyl]pyridine-2-carbaldehyde), [BH-](OC(=O)C)(OC(=O)C)OC(=O)C.[Na+] (NaBH(OAc)3). The solvent is C(Cl)Cl (CH2Cl2). The product is CC=1C(=NC=C(C1)C)CN(CCC=1N=CN(C1)S(=O)(=O)C1=CC=C(C=C1)C)CC1=NC=CC=C1C(C)(C)C1=CC=C(C=C1)F ((3,5-dimethyl-pyridin-2-ylmethyl)-{3-[1-(4-fluoro-phenyl)-1-methyl-ethyl]-pyridin-2-ylmethyl}-{2-[1-{toluene-4-sulfonyl)-1H-imidazol-4-yl]-ethyl}-amine). Isolated yield 39.0%. As a reaction SMILES: [CH3:1][C:2]1[C:3]([CH2:9][NH:10][CH2:11][CH2:12][C:13]2[N:14]=[CH:15][N:16]([S:18]([C:21]3[CH:26]=[CH:25][C:24]([CH3:27])=[CH:23][CH:22]=3)(=[O:20])=[O:19])[CH:17]=2)=[N:4][CH:5]=[C:6]([CH3:8])[CH:7]=1.[F:28][C:29]1[CH:34]=[CH:33][C:32]([C:35]([C:38]2[C:39]([CH:44]=O)=[N:40][CH:41]=[CH:42][CH:43]=2)([CH3:37])[CH3:36])=[CH:31][CH:30]=1.[BH-](OC(C)=O)(OC(C)=O)OC(C)=O.[Na+]>C(Cl)Cl>[CH3:1][C:2]1[C:3]([CH2:9][N:10]([CH2:44][C:39]2[C:38]([C:35]([C:32]3[CH:31]=[CH:30][C:29]([F:28])=[CH:34][CH:33]=3)([CH3:37])[CH3:36])=[CH:43][CH:42]=[CH:41][N:40]=2)[CH2:11][CH2:12][C:13]2[N:14]=[CH:15][N:16]([S:18]([C:21]3[CH:22]=[CH:23][C:24]([CH3:27])=[CH:25][CH:26]=3)(=[O:19])=[O:20])[CH:17]=2)=[N:4][CH:5]=[C:6]([CH3:8])[CH:7]=1 |f:2.3|. Procedure details: Using General Procedure B: Reaction of (3,5-dimethyl-pyridin-2-ylmethyl)-{2-[1-(toluene-4-sulfonyl)-1H-imidazol-4-yl]-ethyl}-amine and 3-[1-(4-fluoro-phenyl)-1-methyl-ethyl]pyridine-2-carbaldehyde in CH2Cl2 with NaBH(OAc)3 gave (3,5-dimethyl-pyridin-2-ylmethyl)-{3-[1-(4-fluoro-phenyl)-1-methyl-ethyl]-pyridin-2-ylmethyl}-{2-[1-{toluene-4-sulfonyl)-1H-imidazol-4-yl]-ethyl}-amine (87.3 mg, 39%). The reactants are solution, Cl (hydrochloric acid), C(C)(C)OC(C)C (isopropyl ether), O=C1[C@H](COC2=C(N1)C(=CC=C2)C2=CC=CC=C2)NC(OC(C)(C)C)=O (tert-butyl [(3S)-4-oxo-6-phenyl-2,3,4,5-tetrahydro-1,5-benzoxazepin-3-yl]carbamate). Solvent: O1CCOCC1 (dioxane), O1CCOCC1 (dioxane). Reaction conditions: time 4 hour. The product is Cl.N[C@H]1COC2=C(NC1=O)C(=CC=C2)C2=CC=CC=C2 ((3S)-3-amino-6-phenyl-2,3-dihydro-1,5-benzoxazepin-4(5H)-one hydrochloride). Reaction SMILES: [ClH:1].[O:2]=[C:3]1[NH:9][C:8]2[C:10]([C:14]3[CH:19]=[CH:18][CH:17]=[CH:16][CH:15]=3)=[CH:11][CH:12]=[CH:13][C:7]=2[O:6][CH2:5][C@@H:4]1[NH:20]C(=O)OC(C)(C)C.C(OC(C)C)(C)C>O1CCOCC1>[ClH:1].[NH2:20][C@@H:4]1[C:3](=[O:2])[NH:9][C:8]2[C:10]([C:14]3[CH:15]=[CH:16][CH:17]=[CH:18][CH:19]=3)=[CH:11][CH:12]=[CH:13][C:7]=2[O:6][CH2:5]1 |f:4.5|. Procedure details: 2 mL of dioxane and 1.8 mL of a solution of hydrochloric acid in dioxane (4M) are added to a 25 mL round-bottomed flask containing 85 mg of 43 (0.24 mmol). The mixture is stirred for 4 h at RT under argon. The dioxane is concentrated, and taken up in 10 mL of isopropyl ether. The solid formed is disintegrated with isopropyl ether. 60 mg of amine 44 (cream-coloured solid) are obtained after filtration in the hydrochloride form. Reactants: N1CC(OCC1)CNC(=O)C1=CNC2=C1N=CN=C2C2=C(C=CC=1OCOC12)OCC1CC1 (4-(5-cyclopropylmethoxy-benzo[1,3]dioxol-4-yl)-5H-pyrrolo[3,2-d]pyrimidine-7-carboxylic acid (morpholin-2-ylmethyl)-amide), ClC(=O)[C@H](C)OC(C)=O (acetic acid (S)-1-chlorocarbonyl-ethyl ester). Yields the product O[C@H](C(=O)N1CC(OCC1)CNC(=O)C1=CNC2=C1N=CN=C2C2=C(C=CC=1OCOC12)OCC1CC1)C (4-(5-Cyclopropylmethoxy-benzo[1,3]dioxol-4-yl)-5H-pyrrolo[3,2-d]pyrimidine-7-carboxylic acid [4-((S)-2-hydroxy-propionyl)-morpholin-2-ylmethyl]-amide). RXN SMILES: [NH:1]1[CH2:6][CH2:5][O:4][CH:3]([CH2:7][NH:8][C:9]([C:11]2[C:15]3[N:16]=[CH:17][N:18]=[C:19]([C:20]4[C:28]5[O:27][CH2:26][O:25][C:24]=5[CH:23]=[CH:22][C:21]=4[O:29][CH2:30][CH:31]4[CH2:33][CH2:32]4)[C:14]=3[NH:13][CH:12]=2)=[O:10])[CH2:2]1.Cl[C:35]([C@@H:37]([O:39]C(=O)C)[CH3:38])=[O:36]>>[OH:39][C@@H:37]([CH3:38])[C:35]([N:1]1[CH2:6][CH2:5][O:4][CH:3]([CH2:7][NH:8][C:9]([C:11]2[C:15]3[N:16]=[CH:17][N:18]=[C:19]([C:20]4[C:28]5[O:27][CH2:26][O:25][C:24]=5[CH:23]=[CH:22][C:21]=4[O:29][CH2:30][CH:31]4[CH2:32][CH2:33]4)[C:14]=3[NH:13][CH:12]=2)=[O:10])[CH2:2]1)=[O:36]. Reported procedure: Starting from 4-(5-cyclopropylmethoxy-benzo[1,3]dioxol-4-yl)-5H-pyrrolo[3,2-d]pyrimidine-7-carboxylic acid (morpholin-2-ylmethyl)-amide (example A147) and acetic acid (S)-1-chlorocarbonyl-ethyl ester the title compound is obtained as colorless solid. The reactants are N1(CCC1)C(CC1=C(C#N)C=C(C=C1)O)=O (2-[2-(azetidin-1-yl)-2-oxoethyl]-5-hydroxybenzonitrile), C1(=CC=CC=C1)P(C1=CC=CC=C1)C1=CC=CC=C1 (triphenylphosphine), CC(C)OC(=O)/N=N/C(=O)OC(C)C (DIAD), ClC=1C=NC(=NC1)N1CCC(CC1)[C@@H]1[C@@H](C1)CCO (2-{(1S,2R)-2-[1-(5-chloropyrimidin-2-yl)piperidin-4-yl]cyclopropyl}ethanol). Solvent: C1(=CC=CC=C1)C (toluene), C(C)(=O)OCC (ethyl acetate). Run at time 8 hour. The product is N1(CCC1)C(CC1=C(C#N)C=C(C=C1)OCC[C@H]1[C@H](C1)C1CCN(CC1)C1=NC=C(C=N1)Cl)=O (2-[2-(azetidin-1-yl)-2-oxoethyl]-5-(2-{(1S,2R)-2-[1-(5-chloropyrimidin-2-yl)piperidin-4-yl]cyclopropyl}ethoxy)benzonitrile). As a reaction SMILES: [Cl:1][C:2]1[CH:3]=[N:4][C:5]([N:8]2[CH2:13][CH2:12][CH:11]([C@H:14]3[CH2:16][C@H:15]3[CH2:17][CH2:18][OH:19])[CH2:10][CH2:9]2)=[N:6][CH:7]=1.[N:20]1([C:24](=[O:35])[CH2:25][C:26]2[CH:33]=[CH:32][C:31](O)=[CH:30][C:27]=2[C:28]#[N:29])[CH2:23][CH2:22][CH2:21]1.C1(P(C2C=CC=CC=2)C2C=CC=CC=2)C=CC=CC=1.CC(OC(/N=N/C(OC(C)C)=O)=O)C>C1(C)C=CC=CC=1.C(OCC)(=O)C>[N:20]1([C:24](=[O:35])[CH2:25][C:26]2[CH:33]=[CH:32][C:31]([O:19][CH2:18][CH2:17][C@@H:15]3[CH2:16][C@@H:14]3[CH:11]3[CH2:12][CH2:13][N:8]([C:5]4[N:6]=[CH:7][C:2]([Cl:1])=[CH:3][N:4]=4)[CH2:9][CH2:10]3)=[CH:30][C:27]=2[C:28]#[N:29])[CH2:21][CH2:22][CH2:23]1. Procedure details: 2-{(1S,2R)-2-[1-(5-chloropyrimidin-2-yl)piperidin-4-yl]cyclopropyl}ethanol (22 mg, 0.076 mmol) was dissolved in toluene (1 ml) and 2-[2-(azetidin-1-yl)-2-oxoethyl]-5-hydroxybenzonitrile (15 mg, 0.069 mmol), triphenylphosphine (36 mg, 0.139 mmol), and DIAD (27 μl, 0.139 mmol) added and the mixture stirred at RT overnight. The mixture was diluted with ethyl acetate (20 mL), washed with brine (10 ml), dried over MgSO4, filtered and the solvent removed in vacuo. The reside was purified by column chr... Starting materials: CC(O)=S, CCOC(=O)C(NC(=O)OC(C)(C)C)C1C(CO)C1C(=O)OCC, CCOC(=O)N=NC(=O)OCC, C1CCOC1, c1ccc(P(c2ccccc2)c2ccccc2)cc1. Yields the product CCOC(=O)C(NC(=O)OC(C)(C)C)C1C(CSC(C)=O)C1C(=O)OCC. As a reaction SMILES: [C:32]([CH3:33])(=[S:34])[OH:35].[C:36]([CH3:37])([CH3:38])([CH3:39])[O:40][C:41](=[O:42])[NH:43][CH:44]([C:45](=[O:46])[O:47][CH2:48][CH3:49])[CH:50]1[CH:51]([C:55](=[O:56])[O:57][CH2:58][CH3:59])[CH:52]1[CH2:53][OH:54].[O:20]=[C:21]([O:22][CH2:23][CH3:24])[N:25]=[N:26][C:27]([O:28][CH2:29][CH3:30])=[O:31].[O:60]1[CH2:61][CH2:62][CH2:63][CH2:64]1.[c:1]1([P:2]([c:3]2[cH:4][cH:5][cH:6][cH:7][cH:8]2)[c:9]2[cH:10][cH:11][cH:12][cH:13][cH:14]2)[cH:15][cH:16][cH:17][cH:18][cH:19]1>>[C:32]([CH3:33])([S:34][CH2:53][CH:52]1[CH:50]([CH:44]([NH:43][C:41]([O:40][C:36]([CH3:37])([CH3:38])[CH3:39])=[O:42])[C:45](=[O:46])[O:47][CH2:48][CH3:49])[CH:51]1[C:55](=[O:56])[O:57][CH2:58][CH3:59])=[O:35].